From a dataset of the Open Reaction Database (ORD), a public repository of structured organic reaction records. describe an organic reaction: reactants, conditions, products, and yield Starting materials: CC(C)(C)O, COC(=O)c1c(C=O)c2ccc(OC)cc2n1Cc1ccccn1, CC=C(C)C, [O-][Cl+][O-], [Na+], C1COCCO1, O. Yields the product COC(=O)c1c(C(=O)O)c2ccc(OC)cc2n1Cc1ccccn1. As a reaction SMILES: [C:34]([OH:35])([CH3:36])([CH3:37])[CH3:38].[CH3:1][O:2][C:3](=[O:4])[c:5]1[n:6]([CH2:18][c:19]2[n:20][cH:21][cH:22][cH:23][cH:24]2)[c:7]2[cH:8][c:9]([O:16][CH3:17])[cH:10][cH:11][c:12]2[c:13]1[CH:14]=[O:15].[CH3:25][C:26](=[CH:27][CH3:28])[CH3:29].[Cl+:30]([O-:31])[O-:32].[Na+:33].[O:39]1[CH2:40][CH2:41][O:42][CH2:43][CH2:44]1.[OH2:45]>>[CH3:1][O:2][C:3](=[O:4])[c:5]1[n:6]([CH2:18][c:19]2[n:20][cH:21][cH:22][cH:23][cH:24]2)[c:7]2[cH:8][c:9]([O:16][CH3:17])[cH:10][cH:11][c:12]2[c:13]1[C:14](=[O:15])[OH:31].